From a dataset of the Open Reaction Database (ORD), a public repository of structured organic reaction records. describe an organic reaction: reactants, conditions, products, and yield Starting materials: NCC(=O)[C@H]1[C@@](O[C@@H]([C@H]([C@@H]1O)O)CO)(N(C(CCCCCCCCCCC)=O)CCCCCCCCCCCCCCCCCC)N (N-(2-glycyl-amino-2-deoxy-β-D-glucopyranosyl)-N-octadecyl-dodecanamide), C(=O)(OCC1=CC=CC=C1)NCC(=O)O (N-carbobenzoxy-glycine). The product is C(=O)(OCC1=CC=CC=C1)NCC(=O)NCC(=O)[C@H]1[C@@](O[C@@H]([C@H]([C@@H]1O)O)CO)(N(C(CCCCCCCCCCC)=O)CCCCCCCCCCCCCCCCCC)N (N-[2-(N-Carbobenzoxy-glycyl-glycyl)-amino-2-deoxy-β-D-glucopyranosyl]-N-octadecyl-dodecanamide). RXN SMILES: [NH2:1][CH2:2][C:3]([C@@H:5]1[C@@H:10]([OH:11])[C@H:9]([OH:12])[C@@H:8]([CH2:13][OH:14])[O:7][C@@:6]1([NH2:47])[N:15]([CH2:29][CH2:30][CH2:31][CH2:32][CH2:33][CH2:34][CH2:35][CH2:36][CH2:37][CH2:38][CH2:39][CH2:40][CH2:41][CH2:42][CH2:43][CH2:44][CH2:45][CH3:46])[C:16](=[O:28])[CH2:17][CH2:18][CH2:19][CH2:20][CH2:21][CH2:22][CH2:23][CH2:24][CH2:25][CH2:26][CH3:27])=[O:4].[C:48]([NH:58][CH2:59][C:60](O)=[O:61])([O:50][CH2:51][C:52]1[CH:57]=[CH:56][CH:55]=[CH:54][CH:53]=1)=[O:49]>>[C:48]([NH:58][CH2:59][C:60]([NH:1][CH2:2][C:3]([C@@H:5]1[C@@H:10]([OH:11])[C@H:9]([OH:12])[C@@H:8]([CH2:13][OH:14])[O:7][C@@:6]1([NH2:47])[N:15]([CH2:29][CH2:30][CH2:31][CH2:32][CH2:33][CH2:34][CH2:35][CH2:36][CH2:37][CH2:38][CH2:39][CH2:40][CH2:41][CH2:42][CH2:43][CH2:44][CH2:45][CH3:46])[C:16](=[O:28])[CH2:17][CH2:18][CH2:19][CH2:20][CH2:21][CH2:22][CH2:23][CH2:24][CH2:25][CH2:26][CH3:27])=[O:4])=[O:61])([O:50][CH2:51][C:52]1[CH:57]=[CH:56][CH:55]=[CH:54][CH:53]=1)=[O:49]. Procedure details: from N-(2-glycyl-amino-2-deoxy-β-D-glucopyranosyl)-N-octadecyl-dodecanamide and N-carbobenzoxy-glycine. The reactants are C1(=CC=C(C=C1)S(=O)(=O)O)C.C(=O)(O)C1(CCNCC1)C1=CC=CC=C1 (4-carboxy-4-phenylpiperidine p-toluenesulfonate), [OH-].[Na+] (NaOH), O (water), ClC(=O)OCC1=CC=CC=C1 (benzyl chloroformate). Solvent: CC(=O)C (acetone). Run at temperature 5 celsius, time 8 hour. Product: C(C1=CC=CC=C1)OC(=O)N1CCC(CC1)(C1=CC=CC=C1)C(=O)O (1-(Benzyloxycarbonyl)-4-carboxy-4-phenylpiperidine). The yield is 90.3%. As a reaction SMILES: C1(C)C=CC(S(O)(=O)=O)=CC=1.[C:12]([C:15]1([C:21]2[CH:26]=[CH:25][CH:24]=[CH:23][CH:22]=2)[CH2:20][CH2:19][NH:18][CH2:17][CH2:16]1)([OH:14])=[O:13].[OH-].[Na+].O.Cl[C:31]([O:33][CH2:34][C:35]1[CH:40]=[CH:39][CH:38]=[CH:37][CH:36]=1)=[O:32]>CC(C)=O>[CH2:34]([O:33][C:31]([N:18]1[CH2:17][CH2:16][C:15]([C:12]([OH:14])=[O:13])([C:21]2[CH:26]=[CH:25][CH:24]=[CH:23][CH:22]=2)[CH2:20][CH2:19]1)=[O:32])[C:35]1[CH:40]=[CH:39][CH:38]=[CH:37][CH:36]=1 |f:0.1,2.3|. Procedure: A mixture of 37.7 g of 4-carboxy-4-phenylpiperidine p-toluenesulfonate, 53.3 g of 30% aqueous NaOH solution and 250 ml of water is cooled to 5° C. A solution of 18 g of benzyl chloroformate in 60 ml of acetone is added rapidly at 5° C. and the reaction mixture is stirred overnight, the temperature being allowed to rise to RT. It is washed twice with ether and, after decantation, the aqueous phase is acidified to pH 1 by the addition of concentrated HCl and then 2 N HCl. The precipitate formed is... Starting materials: COc1cccc(CN(C)C(=O)C(OC(C)=O)c2cc(OC)c(OC)c(OC)c2)c1OC(C)C, ClCCl, O=C(O)C(F)(F)F. Product: COc1cc(C2C(=O)N(C)Cc3c2ccc(OC)c3OC(C)C)cc(OC)c1OC. Reaction SMILES: [CH3:1][O:2][c:3]1[cH:4][c:5]([CH:13]([C:14](=[O:15])[N:16]([CH2:17][c:18]2[c:19]([O:26][CH:27]([CH3:28])[CH3:29])[c:20]([O:24][CH3:25])[cH:21][cH:22][cH:23]2)[CH3:30])[O:31][C:32](=[O:33])[CH3:34])[cH:6][c:7]([O:11][CH3:12])[c:8]1[O:9][CH3:10].[Cl:42][CH2:43][Cl:44].[OH:35][C:36]([C:37]([F:38])([F:39])[F:40])=[O:41]>>[CH3:1][O:2][c:3]1[cH:4][c:5]([CH:13]2[C:14](=[O:15])[N:16]([CH3:30])[CH2:17][c:18]3[c:19]([O:26][CH:27]([CH3:28])[CH3:29])[c:20]([O:24][CH3:25])[cH:21][cH:22][c:23]32)[cH:6][c:7]([O:11][CH3:12])[c:8]1[O:9][CH3:10].